From a dataset of the Open Reaction Database (ORD), a public repository of structured organic reaction records. describe an organic reaction: reactants, conditions, products, and yield The reactants are C#CCn1c(N2CCN(C(=O)OC(C)(C)C)CC2)nc2c1c(=O)n(C)c(=O)n2C, CC(C)(C)O, CS(C)=O, CCOC(C)=O, CC(C)(C)[O-], [Cl-], [K+], [NH4+], O. Product: C=C=Cn1c(N2CCN(C(=O)OC(C)(C)C)CC2)nc2c1c(=O)n(C)c(=O)n2C. RXN SMILES: [C:12]([CH3:13])([CH3:14])([CH3:15])[O:16][C:17](=[O:18])[N:19]1[CH2:20][CH2:21][N:22]([c:25]2[n:26][c:27]3[n:28]([CH3:40])[c:29](=[O:39])[n:30]([CH3:38])[c:31](=[O:37])[c:32]3[n:33]2[CH2:34][C:35]#[CH:36])[CH2:23][CH2:24]1.[CH3:1][C:2]([OH:3])([CH3:4])[CH3:5].[CH3:43][S:44](=[O:45])[CH3:46].[CH3:48][CH2:49][O:50][C:51](=[O:52])[CH3:53].[CH3:6][C:7]([CH3:8])([O-:9])[CH3:10].[Cl-:41].[K+:11].[NH4+:42].[OH2:47]>>[C:12]([CH3:13])([CH3:14])([CH3:15])[O:16][C:17](=[O:18])[N:19]1[CH2:20][CH2:21][N:22]([c:25]2[n:26][c:27]3[n:28]([CH3:40])[c:29](=[O:39])[n:30]([CH3:38])[c:31](=[O:37])[c:32]3[n:33]2[CH:34]=[C:35]=[CH2:36])[CH2:23][CH2:24]1.